Dataset: the Open Reaction Database (ORD), a public repository of structured organic reaction records. Task: describe an organic reaction: reactants, conditions, products, and yield The reactants are [Al+3], [H-], [H-], [H-], [H-], [Li+], C1CCOC1, CCOC(=O)c1cc2ccccc2[nH]1. The product is OCc1cc2ccccc2[nH]1. Reaction SMILES: [Al+3:2].[H-:1].[H-:4].[H-:5].[H-:6].[Li+:3].[O:21]1[CH2:22][CH2:23][CH2:24][CH2:25]1.[nH:7]1[c:8]([C:16](=[O:17])[O:18][CH2:19][CH3:20])[cH:9][c:10]2[cH:11][cH:12][cH:13][cH:14][c:15]12>>[nH:7]1[c:8]([CH2:16][OH:17])[cH:9][c:10]2[cH:11][cH:12][cH:13][cH:14][c:15]12. Reactants: C(C)OC1=CC=C(C=C1)C(CO)C(F)(F)F (2-(4-ethoxyphenyl)-3,3,3-trifluoropropanol), FC1=CC=C(OC=2C=C(CBr)C=CC2)C=C1 (3-(4-fluorophenoxy)-benzyl bromide), HCl ice water, [H-].[Na+] (sodium hydride). The solvent is CN(C)C=O (DMF), CN(C)C=O (DMF). Product: FC1=CC=C(OC=2C=C(COCC(C(F)(F)F)C3=CC=C(C=C3)OCC)C=CC2)C=C1 (2-(4-ethoxyphenyl)-3,3,3-trifluoropropyl 3-(4-fluorophenoxy)benzyl ether). Yield: 77.9%. RXN SMILES: [H-].[Na+].[CH2:3]([O:5][C:6]1[CH:11]=[CH:10][C:9]([CH:12]([C:15]([F:18])([F:17])[F:16])[CH2:13][OH:14])=[CH:8][CH:7]=1)[CH3:4].[F:19][C:20]1[CH:34]=[CH:33][C:23]([O:24][C:25]2[CH:26]=[C:27]([CH:30]=[CH:31][CH:32]=2)[CH2:28]Br)=[CH:22][CH:21]=1>CN(C=O)C>[F:19][C:20]1[CH:34]=[CH:33][C:23]([O:24][C:25]2[CH:26]=[C:27]([CH:30]=[CH:31][CH:32]=2)[CH2:28][O:14][CH2:13][CH:12]([C:9]2[CH:8]=[CH:7][C:6]([O:5][CH2:3][CH3:4])=[CH:11][CH:10]=2)[C:15]([F:16])([F:17])[F:18])=[CH:22][CH:21]=1 |f:0.1|. Procedure details: Under a nitrogen atmosphere, 171 mg of sodium hydride (60% oil dispersion) was added to 15 ml of dry DMF. A solution of 1.0 g of 2-(4-ethoxyphenyl)-3,3,3-trifluoropropanol and 1.08 g of 3-(4-fluorophenoxy)-benzyl bromide in 20 ml of dry DMF was then added with ice-cooling, and the reaction solution was stirred with ice-cooling for 1 hour and at room temperature for 12 hours. Thereafter, the reaction mixture was poured into dilute HCl-ice water and extracted twice with diethyl ether. The ether la... The reactants are [BH4-].[Na+] (Sodium borohydride), solution, C(=O)(O)C=1C=CC2=C(OCC3=C(C2=CC(=O)OCC)C=CC=C3)C1 (Ethyl (3-carboxy-6,11-dihydrodibenz[b,e]oxepin-11-yliden)-acetate), II (iodine). Run in C(C)(=O)OCC (ethyl acetate), C1CCOC1 (THF), C1CCOC1 (THF). Conditions: time 8 hour. Product: OCC=1C=CC2=C(OCC3=C(C2=CC(=O)OCC)C=CC=C3)C1 (Ethyl (3-hydroxymethyl-6,11-dihydrodibenz[b,e]oxepin-11-yliden)acetate). Isolated yield 90.1%. Reaction SMILES: [BH4-].[Na+].II.[C:5]([C:8]1[CH:9]=[CH:10][C:11]2[C:17](=[CH:18][C:19]([O:21][CH2:22][CH3:23])=[O:20])[C:16]3[CH:24]=[CH:25][CH:26]=[CH:27][C:15]=3[CH2:14][O:13][C:12]=2[CH:28]=1)(O)=[O:6]>C1COCC1.C(OCC)(=O)C>[OH:6][CH2:5][C:8]1[CH:9]=[CH:10][C:11]2[C:17](=[CH:18][C:19]([O:21][CH2:22][CH3:23])=[O:20])[C:16]3[CH:24]=[CH:25][CH:26]=[CH:27][C:15]=3[CH2:14][O:13][C:12]=2[CH:28]=1 |f:0.1|. Reported procedure: Sodium borohydride (2.22 g) was dissolved in 300 ml of THF, and 7.45 g of iodine was added to the solution under ice cooling. Then, 300 ml of a solution of 7.63 g of Compound 1-a in THF was added under the same conditions and the mixture was stirred at room temperature overnight, followed by addition of ice chips. The mixture was then diluted with ethyl acetate, and the organic layer was washed with a saturated aqueous solution of sodium chloride and dried over anhydrous magnesium sulfate. The s... Reactants: CC(=O)OCc1ccc(C)cn1, [Cl-], [Na+], [Na+], [OH-], O. The product is Cc1ccc(CO)nc1. Reaction SMILES: [C:1](=[O:2])([CH3:3])[O:4][CH2:5][c:6]1[n:7][cH:8][c:9]([CH3:12])[cH:10][cH:11]1.[Cl-:16].[Na+:14].[Na+:15].[OH-:13].[OH2:17]>>[OH:4][CH2:5][c:6]1[n:7][cH:8][c:9]([CH3:12])[cH:10][cH:11]1. The reactants are ( ii ), CC1(OC2=CC(=C(C(=C2CC1)C)SC[N+](=O)[O-])C)C (2,2,5,7-tetramethyl-6-(nitromethylthio)chroman), CC1=C2CCCSC2=CC(=C1SC#N)C (5,7-dimethyl-6-thiocyanatothiachroman). Yields the product CC1=C2CCCSC2=CC(=C1SC[N+](=O)[O-])C (5,7-dimethyl-6-(nitromethylthio)thiachroman). Isolated yield 44.0%. Reaction SMILES: C[C:2]1(C)[CH2:11][CH2:10][C:9]2[C:4](=[CH:5][C:6]([CH3:18])=[C:7]([S:13][CH2:14][N+:15]([O-:17])=[O:16])[C:8]=2[CH3:12])O1.CC1C(SC#N)=C(C)C=C2C=1CCC[S:26]2>>[CH3:12][C:8]1[C:7]([S:13][CH2:14][N+:15]([O-:17])=[O:16])=[C:6]([CH3:18])[CH:5]=[C:4]2[C:9]=1[CH2:10][CH2:11][CH2:2][S:26]2. Reported procedure: Using similar procedures to that described in parts (ii) and (iii) of Example 8, but starting from 5,7-dimethyl-6-thiocyanatothiachroman (J), 5,7-dimethyl-6-(nitromethylthio)thiachroman was obtained in 44% yield as a pale yellow gum which slowly solidified; NMR: 2.17(2H,m), 2.4(3H,s), 2.43(3H,s), 2.69(2H,t), 2.95(2H,m), 5.19(2H,s), 6.91(1H,s). Reactants: NC1=CC=C(C=C1)C=1N=C2N(C3=C(NC4=C2C=CC=C4)N=CC=C3)C1C1=CC=C(C=C1)C1(CCC1)NC(OC(C)(C)C)=O (tert-Butyl (1-{4-[2-(4-aminophenyl)-9H-imidazo[1,2-d]pyrido[2,3-b][1,4]benzodiazepin-3-yl]phenyl}cyclobutyl)carbamate), Cl.O1CCOCC1 (HCl dioxane). Run at time 6 hour. Isolated yield 82.3%. Solvent: C(Cl)Cl (DCM). Reaction SMILES: [NH2:1][C:2]1[CH:7]=[CH:6][C:5]([C:8]2[N:9]=[C:10]3[C:16]4[CH:17]=[CH:18][CH:19]=[CH:20][C:15]=4[NH:14][C:13]4[N:21]=[CH:22][CH:23]=[CH:24][C:12]=4[N:11]3[C:25]=2[C:26]2[CH:31]=[CH:30][C:29]([C:32]3([NH:36]C(=O)OC(C)(C)C)[CH2:35][CH2:34][CH2:33]3)=[CH:28][CH:27]=2)=[CH:4][CH:3]=1.[ClH:44].O1CCOCC1>C(Cl)Cl>[ClH:44].[ClH:44].[ClH:44].[ClH:44].[NH2:36][C:32]1([C:29]2[CH:28]=[CH:27][C:26]([C:25]3[N:11]4[C:12]5[CH:24]=[CH:23][CH:22]=[N:21][C:13]=5[NH:14][C:15]5[CH:20]=[CH:19][CH:18]=[CH:17][C:16]=5[C:10]4=[N:9][C:8]=3[C:5]3[CH:4]=[CH:3][C:2]([NH2:1])=[CH:7][CH:6]=3)=[CH:31][CH:30]=2)[CH2:33][CH2:34][CH2:35]1 |f:1.2,4.5.6.7.8|. The product is Cl.Cl.Cl.Cl.NC1(CCC1)C1=CC=C(C=C1)C1=C(N=C2N1C1=C(NC3=C2C=CC=C3)N=CC=C1)C1=CC=C(N)C=C1 (4-{3-[4-(1-aminocyclobutyl)phenyl]-9H-imidazo[1,2-d]pyrido[2,3-b][1,4]benzodiazepin-2-yl}aniline tetrahydrochloride). Procedure details: tert-Butyl (1-{4-[2-(4-aminophenyl)-9H-imidazo[1,2-d]pyrido[2,3-b][1,4]benzodiazepin-3-yl]phenyl}cyclobutyl)carbamate (32.0 mg, 0.0561 mmol) was dissolved in DCM (1 mL). 4M HCl/dioxane (1 mL) was added to the mixture and stirred at room temperature for 6 hours. The mixture was concentrated and solidified with ether. The precipitated solids were collected by filtration and washed with ether to afford desired product (28.4 mg, 82.3%) as a pale red solid. 1HNMR (DMSO-d6) 400 MHz δ: 8.78 (br s, 3H),... Starting materials: CCOC(=O)CN(CCc1ccc(SC(C)(C)C(=O)OC(C)(C)C)cc1)Cc1ccco1, CCO, [Na+], [OH-]. The product is CC(C)(C)OC(=O)C(C)(C)Sc1ccc(CCN(CC(=O)O)Cc2ccco2)cc1. Reaction SMILES: [CH2:1]([CH3:2])[O:3][C:4]([CH2:5][N:6]([CH2:7][CH2:8][c:9]1[cH:10][cH:11][c:12]([S:15][C:16]([C:17](=[O:18])[O:19][C:20]([CH3:21])([CH3:22])[CH3:23])([CH3:24])[CH3:25])[cH:13][cH:14]1)[CH2:26][c:27]1[o:28][cH:29][cH:30][cH:31]1)=[O:32].[CH3:35][CH2:36][OH:37].[Na+:34].[OH-:33]>>[O:3]=[C:4]([CH2:5][N:6]([CH2:7][CH2:8][c:9]1[cH:10][cH:11][c:12]([S:15][C:16]([C:17](=[O:18])[O:19][C:20]([CH3:21])([CH3:22])[CH3:23])([CH3:24])[CH3:25])[cH:13][cH:14]1)[CH2:26][c:27]1[o:28][cH:29][cH:30][cH:31]1)[OH:32].